From a dataset of the Open Reaction Database (ORD), a public repository of structured organic reaction records. describe an organic reaction: reactants, conditions, products, and yield Reactants: COc1ncnc2c1CN(Cc1ccccc1)CC2, CO. Yields the product COc1ncnc2c1CNCC2. As a reaction SMILES: [CH2:1]([c:2]1[cH:3][cH:4][cH:5][cH:6][cH:7]1)[N:8]1[CH2:9][c:10]2[c:11]([n:12][cH:13][n:14][c:15]2[O:16][CH3:17])[CH2:18][CH2:19]1.[CH3:20][OH:21]>>[NH:8]1[CH2:9][c:10]2[c:11]([n:12][cH:13][n:14][c:15]2[O:16][CH3:17])[CH2:18][CH2:19]1. Reactants: N#Cc1ccc(CC23CCCN2C(=O)N(c2cc(Cl)cc(-n4cccc4)c2)C3=O)cc1, ClCCl, [Na+], O=C([O-])O, CN(C)C=O, O, O=P(Cl)(Cl)Cl. Product: N#Cc1ccc(CC23CCCN2C(=O)N(c2cc(Cl)cc(-n4cccc4C=O)c2)C3=O)cc1. RXN SMILES: [C:6](#[N:7])[c:8]1[cH:9][cH:10][c:11]([CH2:12][C:13]23[C:14](=[O:34])[N:15]([c:22]4[cH:23][c:24]([Cl:33])[cH:25][c:26](-[n:28]5[cH:29][cH:30][cH:31][cH:32]5)[cH:27]4)[C:16](=[O:21])[N:17]2[CH2:18][CH2:19][CH2:20]3)[cH:35][cH:36]1.[Cl:48][CH2:49][Cl:50].[Na+:41].[O-:37][C:38]([OH:39])=[O:40].[O:42]=[CH:43][N:44]([CH3:45])[CH3:46].[OH2:47].[P:1]([Cl:2])([Cl:3])([Cl:4])=[O:5]>>[C:6](#[N:7])[c:8]1[cH:9][cH:10][c:11]([CH2:12][C:13]23[C:14](=[O:34])[N:15]([c:22]4[cH:23][c:24]([Cl:33])[cH:25][c:26](-[n:28]5[c:29]([CH:38]=[O:37])[cH:30][cH:31][cH:32]5)[cH:27]4)[C:16](=[O:21])[N:17]2[CH2:18][CH2:19][CH2:20]3)[cH:35][cH:36]1. Starting materials: C=CCC(NC(=O)OC(C)(C)C)C(=O)O, CC(C)COC(=O)N1c2ccccc2C=CC1OCC(C)C, C1CCOC1, C=CCC1CCCC(C(=O)OC)N1, CCOC(C)=O. Product: C=CCC(NC(=O)OC(C)(C)C)C(=O)N1C(CC=C)CCCC1C(=O)OC. RXN SMILES: [C:14]([CH3:15])([CH3:16])([CH3:17])[O:18][C:19](=[O:20])[NH:21][CH:22]([C:23](=[O:24])[OH:25])[CH2:26][CH:27]=[CH2:28].[CH2:29]([O:30][CH:31]1[CH:32]=[CH:33][c:34]2[c:35]([cH:36][cH:37][cH:38][cH:39]2)[N:40]1[C:41]([O:42][CH2:43][CH:44]([CH3:45])[CH3:46])=[O:47])[CH:48]([CH3:49])[CH3:50].[CH2:51]1[O:52][CH2:53][CH2:54][CH2:55]1.[CH3:1][O:2][C:3](=[O:4])[CH:5]1[NH:6][CH:7]([CH2:11][CH:12]=[CH2:13])[CH2:8][CH2:9][CH2:10]1.[CH3:56][CH2:57][O:58][C:59]([CH3:60])=[O:61]>>[CH3:1][O:2][C:3](=[O:4])[CH:5]1[N:6]([C:23]([CH:22]([NH:21][C:19]([O:18][C:14]([CH3:15])([CH3:16])[CH3:17])=[O:20])[CH2:26][CH:27]=[CH2:28])=[O:24])[CH:7]([CH2:11][CH:12]=[CH2:13])[CH2:8][CH2:9][CH2:10]1. Reactants: C(C)(C)(C)OC(=O)N1[C@H](C(=O)O)CC(C1)=C (1-(tert-butoxycarbonyl)-4-methyleneproline), ClC1=CC(=CC(=C1)N=C=O)Cl (1,3-dichloro-5-isocyanatobenzene), C(C)N1C2=CC=CC=C2C=2C=C(C=CC12)N (9-ethyl-9H-carbazol-3-amine). Product: ClC=1C=C(C=C(C1)Cl)NC(=O)N1[C@@H](CC(C1)=C)C(=O)NC=1C=CC=2N(C3=CC=CC=C3C2C1)CC ((2S)-N1-(3,5-dichlorophenyl)-N2-(9-ethyl-9H-carbazol-3-yl)-4-methylene-1,2-pyrrolidinedicarboxamide). RXN SMILES: C(O[C:6]([N:8]1[CH2:15][C:14](=[CH2:16])[CH2:13][C@H:9]1[C:10]([OH:12])=O)=[O:7])(C)(C)C.[Cl:17][C:18]1[CH:23]=[C:22]([N:24]=C=O)[CH:21]=[C:20]([Cl:27])[CH:19]=1.[CH2:28]([N:30]1[C:42]2[CH:41]=[CH:40][C:39]([NH2:43])=[CH:38][C:37]=2[C:36]2[C:31]1=[CH:32][CH:33]=[CH:34][CH:35]=2)[CH3:29]>>[Cl:17][C:18]1[CH:23]=[C:22]([NH:24][C:6]([N:8]2[CH2:15][C:14](=[CH2:16])[CH2:13][C@H:9]2[C:10]([NH:43][C:39]2[CH:40]=[CH:41][C:42]3[N:30]([CH2:28][CH3:29])[C:31]4[C:36]([C:37]=3[CH:38]=2)=[CH:35][CH:34]=[CH:33][CH:32]=4)=[O:12])=[O:7])[CH:21]=[C:20]([Cl:27])[CH:19]=1. Procedure: Following the general method as outlined in Example 22, starting from 1-(tert-butoxycarbonyl)-4-methyleneproline, 1,3-dichloro-5-isocyanatobenzene, and 9-ethyl-9H-carbazol-3-amine the title compound was obtained in 40% purity by LC/MS. MS(ESI+): m/z=507.6. The reactants are [O-]S(=O)[O-].[Na+].[Na+] (Na2SO3), OO (Hydrogen peroxide), O.[OH-].[Li+] (lithium hydroxide monohydrate), C(CCC\C=C/C\C=C/C\C=C/C\C=C/C\C=C/CC)O[C@@H](C(=O)N1C(O[C@@H]([C@@H]1C)C1=CC=CC=C1)=O)CC ((4S,5R)-3-((R)-2-((5Z,8Z,11Z,14Z,17Z)-icosa-5,8,11,14,17-pentaenyloxy)butanoyl)-4-methyl-5-phenyloxazolidin-2-one), Cl (HCl). Solvent: O1CCCC1 (tetrahydrofuran), O (water). Run at temperature 0 celsius, time 30 minute. Yields the product C(CCC\C=C/C\C=C/C\C=C/C\C=C/C\C=C/CC)O[C@@H](C(=O)O)CC ((R)-2-((5Z,8Z,11Z,14Z,17Z)-icosa-5,8,11,14,17-pentaenyloxy)butanoic acid). The yield is 29.0%. As a reaction SMILES: OO.O.[OH-].[Li+].[CH2:6]([O:26][C@H:27]([CH2:43][CH3:44])[C:28](N1[C@@H](C)[C@@H](C2C=CC=CC=2)OC1=O)=[O:29])[CH2:7][CH2:8][CH2:9]/[CH:10]=[CH:11]\[CH2:12]/[CH:13]=[CH:14]\[CH2:15]/[CH:16]=[CH:17]\[CH2:18]/[CH:19]=[CH:20]\[CH2:21]/[CH:22]=[CH:23]\[CH2:24][CH3:25].[O-:45]S([O-])=O.[Na+].[Na+].Cl>O1CCCC1.O>[CH2:6]([O:26][C@H:27]([CH2:43][CH3:44])[C:28]([OH:29])=[O:45])[CH2:7][CH2:8][CH2:9]/[CH:10]=[CH:11]\[CH2:12]/[CH:13]=[CH:14]\[CH2:15]/[CH:16]=[CH:17]\[CH2:18]/[CH:19]=[CH:20]\[CH2:21]/[CH:22]=[CH:23]\[CH2:24][CH3:25] |f:1.2.3,5.6.7|. Procedure details: Hydrogen peroxide (35% in water, 0.65 mL, 7.37 mmol) and lithium hydroxide monohydrate (0.15 g, 3.69 mmol) was added to a solution of (4S,5R)-3-((R)-2-((5Z,8Z,11Z,14Z,17Z)-icosa-5,8,11,14,17-pentaenyloxy)butanoyl)-4-methyl-5-phenyloxazolidin-2-one (0.95 g, 1.84 mmol) in tetrahydrofuran (12 mL) and water (4 mL) held at 0° C. under nitrogen. The reaction mixture was stirred at 0° C. for 30 minutes. 10% Na2SO3(aq)(30 mL) was added, the pH was adjusted to ˜2 with 2M HCl and the mixture was extracted... Starting materials: C1(=CC=CC=C1)C(C1=CC=CC=C1)Cl (diphenylmethylchloride), ClCC(CCl)O (1,3-dichloro-2-propanol). The solvent is C1(=CC=CC=C1)C (toluene). Yields the product ClCC(CCl)OC(C1=CC=CC=C1)C1=CC=CC=C1 (1,3-dichloro-2-diphenylmethoxypropane). The yield is 79.5%. As a reaction SMILES: [C:1]1([CH:7](Cl)[C:8]2[CH:13]=[CH:12][CH:11]=[CH:10][CH:9]=2)[CH:6]=[CH:5][CH:4]=[CH:3][CH:2]=1.[Cl:15][CH2:16][CH:17]([OH:20])[CH2:18][Cl:19]>C1(C)C=CC=CC=1>[Cl:15][CH2:16][CH:17]([O:20][CH:7]([C:8]1[CH:13]=[CH:12][CH:11]=[CH:10][CH:9]=1)[C:1]1[CH:6]=[CH:5][CH:4]=[CH:3][CH:2]=1)[CH2:18][Cl:19]. Procedure details: A stirred solution of 508 g (2.5 mol) of diphenylmethylchloride and 387 g (3 mol) of 1,3-dichloro-2-propanol in 700 mL of dry toluene was heated at reflux temperature for 72 hr. The reaction mixture was concentrated in vacuo and the residual oil distilled to give 587 g (80%) of colorless oil; bp 137°-140° C./0.1 mm. Reactants: O1CCC=C1 (2,3-dihydrofuran), IN1C(CCC1=O)=O (N-iodosuccinimide), C(C=C)O (allyl alcohol). The product is O1CC(C2C1OCC2)O (racemic hexahydro-furo[2,3-b]furan-3-ol). As a reaction SMILES: [O:1]1[CH:5]=[CH:4][CH2:3][CH2:2]1.IN1[C:11](=[O:12])[CH2:10]CC1=O.C([OH:17])C=C>>[O:1]1[CH:2]2[O:12][CH2:11][CH2:10][CH:3]2[CH:4]([OH:17])[CH2:5]1. Procedure: are known. Ghosh et al. in J. Med. Chem. 1996, 39(17), 3278–3290, describe an enantioselective synthesis to obtain both (3R,3aS,6aR) and (3S,3aR,6aS) hexahydro-furo[2,3-b]furan-3-ol in optically pure form starting from 3(R)-diethyl malate and 3(S)-diethyl malate respectively. This process comprises several steps such as an allylation step using lithium diisopropyl amide, followed by a reduction step, and further a Swern oxidation step followed by an ozonolytic cleavage and a hydroboration step u... Reactants: C1(=CC=CC=C1)C1=NNC(=C1)C1=CC=CC=C1 (3,5-diphenylpyrazole), CS(=O)(=O)O (methanesulfonic acid), CO (methanol). Yields the product CN1N=C(C=C1C1=CC=CC=C1)C1=CC=CC=C1 (1-methyl-3,5-diphenylpyrazole). Yield: 948.5%. Reaction SMILES: [C:1]1([C:7]2[CH:11]=[C:10]([C:12]3[CH:17]=[CH:16][CH:15]=[CH:14][CH:13]=3)[NH:9][N:8]=2)[CH:6]=[CH:5][CH:4]=[CH:3][CH:2]=1.[CH3:18]S(O)(=O)=O.CO>>[CH3:18][N:8]1[C:7]([C:1]2[CH:6]=[CH:5][CH:4]=[CH:3][CH:2]=2)=[CH:11][C:10]([C:12]2[CH:17]=[CH:16][CH:15]=[CH:14][CH:13]=2)=[N:9]1. Procedure details: As in Example 2, a melt of 10 g (0.0455 mol) of 3,5-diphenylpyrazole and 0.44 g (0.0045 mol) of methanesulfonic acid was introduced and reacted over the course of 4 hours with 175 g (5.46 mol) of gaseous methanol (vaporized at 160° C.). 10 g (92%) of 1-methyl-3,5-diphenylpyrazole were obtained, boiling point 190° C./3 mbar, with a content of 98% (GC). Starting materials: OC1=C(CCl)C=C(C=C1)[N+](=O)[O-] (2-hydroxy-5-nitrobenzyl chloride), O (water), ClC=1C=C(CN2N=C(C3=CC(=CC=C23)SC)O)C=CC1Cl (1-(3,4-dichlorobenzyl)-5-methylthio-1H-indazol-3-ol), [H-].[Na+] (sodium hydride). Solvent: CS(=O)C (DMSO), CS(=O)C (DMSO). Reaction conditions: time 2 hour. Yields the product O.ClC=1C=C(CN2N(C(C3=CC(=CC=C23)SC)=O)CC2=C(C=CC(=C2)[N+](=O)[O-])O)C=CC1Cl (1-(3,4-Dichlorobenzyl)-2-(2-hydroxy-5-nitrobenzyl)-5-methylthio-1,2-dihydroindazol-3-one hydrate). RXN SMILES: [Cl:1][C:2]1[CH:3]=[C:4]([CH:18]=[CH:19][C:20]=1[Cl:21])[CH2:5][N:6]1[C:14]2[C:9](=[CH:10][C:11]([S:15][CH3:16])=[CH:12][CH:13]=2)[C:8]([OH:17])=[N:7]1.[H-].[Na+].[OH:24][C:25]1[CH:32]=[CH:31][C:30]([N+:33]([O-:35])=[O:34])=[CH:29][C:26]=1[CH2:27]Cl.O>CS(C)=O>[OH2:17].[Cl:1][C:2]1[CH:3]=[C:4]([CH:18]=[CH:19][C:20]=1[Cl:21])[CH2:5][N:6]1[C:14]2[C:9](=[CH:10][C:11]([S:15][CH3:16])=[CH:12][CH:13]=2)[C:8](=[O:17])[N:7]1[CH2:27][C:26]1[CH:29]=[C:30]([N+:33]([O-:35])=[O:34])[CH:31]=[CH:32][C:25]=1[OH:24] |f:1.2,6.7|. Reported procedure: 3.6 g (11 mmol) of 1-(3,4-dichlorobenzyl)-5-methylthio-1H-indazol-3-ol are dissolved in 100 ml of DMSO and treated in portions with 0.34 g (13.2 mmol) of sodium hydride (95 percent). After stirring for 2 hours, a solution of 2.1 g (11 mmol) of 2-hydroxy-5-nitrobenzyl chloride in 20 ml of DMSO is added dropwise and the mixture is stirred at 60° C. for 3 hours. After cooling, 200 ml of water are added dropwise, the mixture is stirred for 4 hours and the solid is filtered off with suction. The prec...